Dataset: the Open Reaction Database (ORD), a public repository of structured organic reaction records. Task: describe an organic reaction: reactants, conditions, products, and yield Reactants: C=CCc1cc(C#N)ccc1O, CCO. Product: CCCc1cc(C#N)ccc1O. RXN SMILES: [CH2:1]([CH:2]=[CH2:3])[c:4]1[cH:5][c:6]([C:7]#[N:8])[cH:9][cH:10][c:11]1[OH:12].[CH3:13][CH2:14][OH:15]>>[CH2:1]([CH2:2][CH3:3])[c:4]1[cH:5][c:6]([C:7]#[N:8])[cH:9][cH:10][c:11]1[OH:12]. The reactants are Cl (hydrochloric acid), CCOC(=O)C (AcOEt), C(C)(=O)OC(C)=O (acetic anhydride), C1(=CC=CC=C1)C=1OC2=C(OC1CN)C=CC=C2 ((3-Phenyl-1,4-benzodioxin-2-yl)methanamine). Run in N1=CC=CC=C1 (pyridine), ClCCl (dichloromethane). Reaction conditions: temperature 0 celsius, time 1 hour. Product: C1(=CC=CC=C1)C=1OC2=C(OC1CNC(C)=O)C=CC=C2 (N-[(3-Phenyl-1,4-benzodioxin-2-yl)methyl]acetamide). Reaction SMILES: [C:1](OC(=O)C)(=[O:3])[CH3:2].[C:8]1([C:14]2[O:15][C:16]3[CH:25]=[CH:24][CH:23]=[CH:22][C:17]=3[O:18][C:19]=2[CH2:20][NH2:21])[CH:13]=[CH:12][CH:11]=[CH:10][CH:9]=1.Cl.CCOC(C)=O>N1C=CC=CC=1.ClCCl>[C:8]1([C:14]2[O:15][C:16]3[CH:25]=[CH:24][CH:23]=[CH:22][C:17]=3[O:18][C:19]=2[CH2:20][NH:21][C:1](=[O:3])[CH3:2])[CH:9]=[CH:10][CH:11]=[CH:12][CH:13]=1. Reported procedure: 0.416 ml (4.4 mmol) of acetic anhydride are slowly added to a solution of 0.88 g (3.67 mmol) of the amine obtained in Step C in 10 ml of anhydrous pyridine previously cooled to 0° C. After 1 hour of stirring under argon, the medium is diluted with dichloromethane and then acidified with a hydrochloric acid solution (1N). The aqueous phase is then extracted with dichloromethane; the organic phases are then dried over magnesium sulphate. The solvent is evaporated in vacuo; the residue obtained is ... The reactants are COCCBr, [H-], Ic1ccc(Nc2ncccn2)cc1, [Na+], CN(C)C=O. Yields the product COCCN(c1ccc(I)cc1)c1ncccn1. Reaction SMILES: [Br:1][CH2:2][CH2:3][O:4][CH3:5].[H-:6].[I:8][c:9]1[cH:10][cH:11][c:12]([NH:15][c:16]2[n:17][cH:18][cH:19][cH:20][n:21]2)[cH:13][cH:14]1.[Na+:7].[O:22]=[CH:23][N:24]([CH3:25])[CH3:26]>>[CH2:2]([CH2:3][O:4][CH3:5])[N:15]([c:12]1[cH:11][cH:10][c:9]([I:8])[cH:14][cH:13]1)[c:16]1[n:17][cH:18][cH:19][cH:20][n:21]1. Starting materials: CC(C)(C)OC(=O)c1ccc(C(=O)Nc2ccc(Cl)cn2)c([N+](=O)[O-])c1, C1CCOC1. Product: CC(C)(C)OC(=O)c1ccc(C(=O)Nc2ccc(Cl)cn2)c(N)c1. Reaction SMILES: [Cl:1][c:2]1[cH:3][cH:4][c:5]([NH:8][C:9](=[O:10])[c:11]2[c:12]([N+:24]([O-:25])=[O:26])[cH:13][c:14]([C:15](=[O:16])[O:17][C:18]([CH3:19])([CH3:20])[CH3:21])[cH:22][cH:23]2)[n:6][cH:7]1.[O:27]1[CH2:28][CH2:29][CH2:30][CH2:31]1>>[Cl:1][c:2]1[cH:3][cH:4][c:5]([NH:8][C:9](=[O:10])[c:11]2[c:12]([NH2:24])[cH:13][c:14]([C:15](=[O:16])[O:17][C:18]([CH3:19])([CH3:20])[CH3:21])[cH:22][cH:23]2)[n:6][cH:7]1. Reactants: CN1CCOCC1 (NMM), COC1=CC=C(C=C1)S(=O)(=O)Cl (4-methoxybenzene sulfonyl chloride), Cl.COC([C@H](N)CC1=CNC2=CC=CC=C12)=O (D-tryptophan methyl ester hydrochloride). Run in C(C)(=O)OCC (ethyl acetate), C(Cl)Cl (methylene chloride). Reaction conditions: time 8 hour. The product is COC([C@@H](CC1=CNC2=CC=CC=C12)NS(=O)(=O)C1=CC=C(C=C1)OC)=O (2(R)-[(4-methoxybenzenesulfonyl)amino]-3-(3-indolyl)-propanoic acid methyl ester). The yield is 67.6%. RXN SMILES: Cl.[CH3:2][O:3][C:4](=[O:17])[C@@H:5]([CH2:7][C:8]1[C:16]2[C:11](=[CH:12][CH:13]=[CH:14][CH:15]=2)[NH:10][CH:9]=1)[NH2:6].CN1CCOCC1.[CH3:25][O:26][C:27]1[CH:32]=[CH:31][C:30]([S:33](Cl)(=[O:35])=[O:34])=[CH:29][CH:28]=1>C(Cl)Cl.C(OCC)(=O)C>[CH3:2][O:3][C:4](=[O:17])[C@H:5]([NH:6][S:33]([C:30]1[CH:29]=[CH:28][C:27]([O:26][CH3:25])=[CH:32][CH:31]=1)(=[O:35])=[O:34])[CH2:7][C:8]1[C:16]2[C:11](=[CH:12][CH:13]=[CH:14][CH:15]=2)[NH:10][CH:9]=1 |f:0.1|. Reported procedure: To a suspension of D-tryptophan methyl ester hydrochloride (4 mmol) in 40 mL of methylene chloride, magnetically stirred and cooled in an ice bath, under a nitrogen atmosphere, is added 8 mmol of NMM and 4 mmol of 4-methoxybenzene sulfonyl chloride. The mixture is allowed to come to ambient temperature overnight. It is diluted with ethyl acetate and washed twice with aqueous 10% HCl, then successively with water, 1M sodium bicarbonate, and brine. The organic solution is dried over sodium sulfate... Reactants: Cc1cc(C)c(C(=O)O)c(C)c1, COc1ccc(CN)cc1. The reagents and catalysts are C1CCN(C1)[P+](N2CCCC2)(N3CCCC3)ON4C5=C(C=CC(=C5)Cl)N=N4.F[P-](F)(F)(F)(F)F (PyClocK), CCN(C(C)C)C(C)C (DIPEA). The solvent is CN(C)C=O (DMF), CN(C)C=O (DMF), CN(C)C=O (DMF), CN(C)C=O (DMF), CN(C)C=O (DMF), CN(C)C=O (DMF). Conditions: temperature 25 celsius, time 2 hour. Yields the product COc1ccc(CNC(=O)c2c(C)cc(C)cc2C)cc1. Isolated yield 28.5%. Reaction SMILES: COc1ccc(CN)cc1.Cc1cc(C)c(C(=O)O)c(C)c1.C1CCN(C1)[P+](N2CCCC2)(N3CCCC3)ON4C5=C(C=CC(=C5)Cl)N=N4.F[P-](F)(F)(F)(F)F.CCN(C(C)C)C(C)C.CN(C)C=O>>COc1ccc(CNC(=O)c2c(C)cc(C)cc2C)cc1. Starting materials: N(=O)[O-].[Na+] (Sodium nitrite), C(C1=CC=CC=C1)N1N=C(C(N=C1C)=O)C(C(=O)NN)C (2-benzyl-2,5-dihydro-3,α-dimethyl-5-oxo-1,2,4-triazine-6-acetic acid, hydrazide), C([O-])(O)=O.[Na+] (sodium bicarbonate). Run in O (water), Cl (hydrochloric acid), O (water). Run at time 2 hour. The product is NCC=1C(NC(N(N1)CC1=CC=CC=C1)C)=O (6-(1-Aminomethyl)-2-benzyl-3-methyl-1,2,4-triazin-5(4H)-one). Isolated yield 108.1%. Reaction SMILES: [N:1]([O-])=O.[Na+].[CH2:5]([N:12]1[C:17]([CH3:18])=[N:16][C:15](=[O:19])[C:14]([CH:20](C)C(NN)=O)=[N:13]1)[C:6]1[CH:11]=[CH:10][CH:9]=[CH:8][CH:7]=1.C(=O)(O)[O-].[Na+]>O.Cl>[NH2:1][CH2:20][C:14]1[C:15](=[O:19])[NH:16][CH:17]([CH3:18])[N:12]([CH2:5][C:6]2[CH:7]=[CH:8][CH:9]=[CH:10][CH:11]=2)[N:13]=1 |f:0.1,3.4|. Reported procedure: Sodium nitrite (1.29 g) in water (25 ml) was added to a stirred solution of 2-benzyl-2,5-dihydro-3,α-dimethyl-5-oxo-1,2,4-triazine-6-acetic acid, hydrazide (5.0 g) in conc. hydrochloric acid (3.3 ml) and water (75 ml) keeping the temperature at -1° to -2°. The azide separated as a white solid which rapidly became a thick gum. Conc. hydrochloric acid (5 ml) was added and the mixture was raised to 65° over 30 minutes and left at this temperature for 2 hours. During this period the gum gradually di...